This data is from the Open Reaction Database (ORD), a public repository of structured organic reaction records. The task is: describe an organic reaction: reactants, conditions, products, and yield Yields the product CC(C)Cc1c(O)c(C(C)(C)C)cc2c1CC1(CCCCCC1)O2. Starting materials: C=C(C)Cc1c(O)c(C(C)(C)C)cc2c1CC1(CCCCCC1)O2, CCO. As a reaction SMILES: [C:1]([CH3:2])([CH3:3])([CH3:4])[c:5]1[cH:6][c:7]2[c:8]([c:18]([CH2:21][C:22](=[CH2:23])[CH3:24])[c:19]1[OH:20])[CH2:9][C:10]1([CH2:11][CH2:12][CH2:13][CH2:14][CH2:15][CH2:16]1)[O:17]2.[CH3:25][CH2:26][OH:27]>>[C:1]([CH3:2])([CH3:3])([CH3:4])[c:5]1[cH:6][c:7]2[c:8]([c:18]([CH2:21][CH:22]([CH3:23])[CH3:24])[c:19]1[OH:20])[CH2:9][C:10]1([CH2:11][CH2:12][CH2:13][CH2:14][CH2:15][CH2:16]1)[O:17]2. Starting materials: CCOCCCN, ClCCCl, O=Cc1ccc([N+](=O)[O-])cc1. Yields the product CCOCCCN(C)Cc1ccc([N+](=O)[O-])cc1. Reaction SMILES: [CH2:12]([CH3:13])[O:14][CH2:15][CH2:16][CH2:17][NH2:18].[Cl:19][CH2:20][CH2:21][Cl:22].[N+:1](=[O:2])([O-:3])[c:4]1[cH:5][cH:6][c:7]([CH:8]=[O:9])[cH:10][cH:11]1>>[N+:1](=[O:2])([O-:3])[c:4]1[cH:5][cH:6][c:7]([CH2:8][N:18]([CH2:17][CH2:16][CH2:15][O:14][CH2:12][CH3:13])[CH3:20])[cH:10][cH:11]1. The reactants are FC(C(=O)O)(F)F.FC(C(=O)O)(F)F.NCC(=O)NC=1C=CC=2NC3=C(C=NC(NC=4C=CC=C(CCC1C2)C4)=N3)Cl (2-amino-N-[6-chloro-2,4,8,22-tetraazatetracyclo[14.3.1.1(3,7).1(9,13)]docosa-1(20),3(22),4,6,9(21),10,12,16,18-nonaen-12-yl]acetamide bis(trifluoroacetate)), C1(=CC=CC=C1)N=C=O (phenyl isocyanate). Product: FC(C(=O)O)(F)F.N(C1=CC=CC=C1)C(=O)NCC(=O)NC=1C=CC=2NC3=C(C=NC(NC=4C=CC=C(CCC1C2)C4)=N3)Cl (2-[(Anilinocarbonyl)amino]-N-[6-chloro-2,4,8,22-tetraazatetracyclo[14.3.1.1(3,7).1(9,13)]docosa-1(20),3(22),4,6,9(21),10,12,16,18-nonaen-12-yl]acetamide trifluoroacetate). The yield is 38.0%. Reaction SMILES: [F:1][C:2]([F:7])([F:6])[C:3]([OH:5])=[O:4].FC(F)(F)C(O)=O.[NH2:15][CH2:16][C:17]([NH:19][C:20]1[CH:21]=[CH:22][C:23]2[NH:24][C:25]3[N:41]=[C:29]([NH:30][C:31]4[CH:32]=[CH:33][CH:34]=[C:35]([CH:40]=4)[CH2:36][CH2:37][C:38]=1[CH:39]=2)[N:28]=[CH:27][C:26]=3[Cl:42])=[O:18].[C:43]1([N:49]=[C:50]=[O:51])[CH:48]=[CH:47][CH:46]=[CH:45][CH:44]=1>>[F:1][C:2]([F:7])([F:6])[C:3]([OH:5])=[O:4].[NH:49]([C:50]([NH:15][CH2:16][C:17]([NH:19][C:20]1[CH:21]=[CH:22][C:23]2[NH:24][C:25]3[N:41]=[C:29]([NH:30][C:31]4[CH:32]=[CH:33][CH:34]=[C:35]([CH:40]=4)[CH2:36][CH2:37][C:38]=1[CH:39]=2)[N:28]=[CH:27][C:26]=3[Cl:42])=[O:18])=[O:51])[C:43]1[CH:48]=[CH:47][CH:46]=[CH:45][CH:44]=1 |f:0.1.2,4.5|. Procedure details: The desired compound was prepared according to the procedure of Example A9, step H using 2-amino-N-[6-chloro-2,4,8,22-tetraazatetracyclo[14.3.1.1(3,7).1(9,13)]docosa-1(20),3(22),4,6,9(21),10,12,16,18-nonaen-12-yl]acetamide bis(trifluoroacetate) and phenyl isocyanate as starting materials in 38% yield. LCMS for C27H25ClN7O2 (M+H)+: m/z=514.2. Reactants: NC1=C(C(=NN1C1=CC=C(C=C1)CCNC(OC1=CC=CC=C1)=O)C(F)(F)F)C1=CC=CC=C1 (phenyl 2-{4-[5-amino-4-phenyl-3-(trifluoromethyl)-1H-pyrazol-1-yl]phenyl}ethylcarbamate), ClC1=CC=C(C=C1)S(=O)(=O)N (4-chlorobenzenesulfonamide). The product is NC1=C(C(=NN1C1=CC=C(C=C1)CCNC(=O)NS(=O)(=O)C1=CC=C(C=C1)Cl)C(F)(F)F)C1=CC=CC=C1 (N-{[(2-{4-[5-amino-4-phenyl-3-(trifluoromethyl)-1H-pyrazol-1-yl]phenyl}ethyl)amino]carbonyl}-4-chlorobenzenesulfonamide). RXN SMILES: [NH2:1][C:2]1[N:6]([C:7]2[CH:12]=[CH:11][C:10]([CH2:13][CH2:14][NH:15][C:16](=O)[O:17]C3C=CC=CC=3)=[CH:9][CH:8]=2)[N:5]=[C:4]([C:25]([F:28])([F:27])[F:26])[C:3]=1[C:29]1[CH:34]=[CH:33][CH:32]=[CH:31][CH:30]=1.[Cl:35][C:36]1[CH:41]=[CH:40][C:39]([S:42]([NH2:45])(=[O:44])=[O:43])=[CH:38][CH:37]=1>>[NH2:1][C:2]1[N:6]([C:7]2[CH:8]=[CH:9][C:10]([CH2:13][CH2:14][NH:15][C:16]([NH:45][S:42]([C:39]3[CH:38]=[CH:37][C:36]([Cl:35])=[CH:41][CH:40]=3)(=[O:43])=[O:44])=[O:17])=[CH:11][CH:12]=2)[N:5]=[C:4]([C:25]([F:28])([F:27])[F:26])[C:3]=1[C:29]1[CH:30]=[CH:31][CH:32]=[CH:33][CH:34]=1. Procedure: The title compound was prepared according to the procedure described in step 1 of Example 42 from phenyl 2-{4-[5-amino-4-phenyl-3-(trifluoromethyl)-1H-pyrazol-1-yl]phenyl}ethylcarbamate (step 4 of Example 80) and 4-chlorobenzenesulfonamide: 1H-NMR (CDCl3) δ 7.85-7.80 (2H, m), 7.51-7.27 (11H, m), 6.08-6.03 (1H, m), 3.99 (2H, br.s), 3.50-3.44 (2H, m), 2.88-2.84 (2H, m). Starting materials: C1CCOC1, COCCCC[Mg+], [Cl-], [Cl-], [NH4+], CC(C)(C)OC(=O)N1CCCC(C(=O)c2cc3ccccc3s2)C1. Yields the product COCCCCC(O)(c1cc2ccccc2s1)C1CCCN(C(=O)OC(C)(C)C)C1. As a reaction SMILES: [CH2:35]1[O:36][CH2:37][CH2:38][CH2:39]1.[CH3:26][O:27][CH2:28][CH2:29][CH2:30][CH2:31][Mg+:32].[Cl-:25].[Cl-:33].[NH4+:34].[s:1]1[c:2]2[c:3]([cH:4][c:5]1[C:6](=[O:7])[CH:8]1[CH2:9][N:10]([C:14](=[O:15])[O:16][C:17]([CH3:18])([CH3:19])[CH3:20])[CH2:11][CH2:12][CH2:13]1)[cH:21][cH:22][cH:23][cH:24]2>>[s:1]1[c:2]2[c:3]([cH:4][c:5]1[C:6]([OH:7])([CH:8]1[CH2:9][N:10]([C:14](=[O:15])[O:16][C:17]([CH3:18])([CH3:19])[CH3:20])[CH2:11][CH2:12][CH2:13]1)[CH2:31][CH2:30][CH2:29][CH2:28][O:27][CH3:26])[cH:21][cH:22][cH:23][cH:24]2. The reactants are C(C)OC(COC1=C(C=C(C=C1)S)C)=O (4-Mercapto-2-methylphenoxy-acetic acid ethyl ester), C(C)OC(COC1=C(C=C(C(=C1)C)S(=O)(=O)Cl)C)=O (4-Chlorosulfonyl-2,5-dimethylphenoxy-acetic acid ethyl ester). Procedure: The title compound was prepared according to the method described for preparing compound 10.3, using compound 21.2 as the starting material. 1H NMR (300 MHz) (CDCl3) δ 7.11 (1H, s); 6.54 (1H, s); 4.59 (2H, s); 4.26 (2H, q, J=7.2 Hz); 3.10(1H, s); 2.29 (3H, s); 2.21 (3H, s); 1.30 (3H, t, J=7.2 Hz). Product: C(C)OC(COC1=C(C=C(C(=C1)C)S)C)=O (2,5-Dimethyl-4-mercaptophenoxy-acetic acid ethyl ester). RXN SMILES: C(OC(=O)COC1C=CC(S)=CC=1C)C.[CH2:16]([O:18][C:19](=[O:34])[CH2:20][O:21][C:22]1[CH:27]=[C:26]([CH3:28])[C:25]([S:29](Cl)(=O)=O)=[CH:24][C:23]=1[CH3:33])[CH3:17]>>[CH2:16]([O:18][C:19](=[O:34])[CH2:20][O:21][C:22]1[CH:27]=[C:26]([CH3:28])[C:25]([SH:29])=[CH:24][C:23]=1[CH3:33])[CH3:17]. The reactants are CC(C)C[Al+]CC(C)C, COc1ccc2c(c1)CCC1C2CCC2(C)C(O)CC(C)(C)C12, Cc1ccccc1, CCOC(C)=O, [Cl-], Cl, [H-], [NH4+]. Product: CC1(C)CC(O)C2(C)CCC3c4ccc(O)cc4CCC3C12. Reaction SMILES: [CH2:2]([Al+:3][CH2:4][CH:5]([CH3:6])[CH3:7])[CH:8]([CH3:9])[CH3:10].[CH3:11][O:12][c:13]1[cH:14][c:15]2[c:28]([cH:29][cH:30]1)[CH:27]1[CH:18]([CH2:17][CH2:16]2)[CH:19]2[C:20]([CH3:32])([CH3:33])[CH2:21][CH:22]([OH:31])[C:23]2([CH3:24])[CH2:25][CH2:26]1.[CH3:37][c:38]1[cH:39][cH:40][cH:41][cH:42][cH:43]1.[CH3:44][CH2:45][O:46][C:47](=[O:48])[CH3:49].[Cl-:34].[ClH:36].[H-:1].[NH4+:35]>>[OH:12][c:13]1[cH:14][c:15]2[c:28]([cH:29][cH:30]1)[CH:27]1[CH:18]([CH2:17][CH2:16]2)[CH:19]2[C:20]([CH3:32])([CH3:33])[CH2:21][CH:22]([OH:31])[C:23]2([CH3:24])[CH2:25][CH2:26]1.